Dataset: the Open Reaction Database (ORD), a public repository of structured organic reaction records. Task: describe an organic reaction: reactants, conditions, products, and yield Starting materials: C(C)OC=1C=C(C=CC1)[C@H](C)N ((S)-1-(3-ethoxyphenyl)ethanamine), C(C)(C)(C)OC(=O)C1=C(C=CC=C1)C1=CC=C(C=C1)CN1C(=C(C2=CC(=CC=C12)C(=O)O)C)C (1-((2′-(tert-butoxycarbonyl)-[1,1′-biphenyl]-4-yl)methyl)-2,3-dimethyl-1H-indole-5-carboxylic acid). Yields the product C(C)OC=1C=C(C=CC1)[C@H](C)NC(=O)C=1C=C2C(=C(N(C2=CC1)CC1=CC=C(C=C1)C=1C(=CC=CC1)C(=O)O)C)C ((S)-4′-((5-((1-(3-ethoxyphenyl)ethyl)carbamoyl)-2,3-dimethyl-1H-indol-1-yl)methyl)-[1,1′-biphenyl]-2-carboxylic acid). Reaction SMILES: [CH2:1]([O:3][C:4]1[CH:5]=[C:6]([C@@H:10]([NH2:12])[CH3:11])[CH:7]=[CH:8][CH:9]=1)[CH3:2].C([O:17][C:18]([C:20]1[CH:25]=[CH:24][CH:23]=[CH:22][C:21]=1[C:26]1[CH:31]=[CH:30][C:29]([CH2:32][N:33]2[C:41]3[C:36](=[CH:37][C:38]([C:42](O)=[O:43])=[CH:39][CH:40]=3)[C:35]([CH3:45])=[C:34]2[CH3:46])=[CH:28][CH:27]=1)=[O:19])(C)(C)C>>[CH2:1]([O:3][C:4]1[CH:5]=[C:6]([C@@H:10]([NH:12][C:42]([C:38]2[CH:37]=[C:36]3[C:41](=[CH:40][CH:39]=2)[N:33]([CH2:32][C:29]2[CH:28]=[CH:27][C:26]([C:21]4[C:20]([C:18]([OH:19])=[O:17])=[CH:25][CH:24]=[CH:23][CH:22]=4)=[CH:31][CH:30]=2)[C:34]([CH3:46])=[C:35]3[CH3:45])=[O:43])[CH3:11])[CH:7]=[CH:8][CH:9]=1)[CH3:2]. Procedure: The title compound was prepared following the same general protocol as described in Step 8-9, Example 1, using the (S)-1-(3-ethoxyphenyl)ethanamine and the 1-((2′-(tert-butoxycarbonyl)-[1,1′-biphenyl]-4-yl)methyl)-2,3-dimethyl-1H-indole-5-carboxylic acid. ESI-MS (m/z): 545 [M+H]+. Starting materials: C(C)N1C(C2=CC=CC=C2C1)=O (2-ethyl-1-(3H)-isoindolone), FS(=O)(=O)OC (methyl fluorosulfonate). Run in C(Cl)Cl (methylene chloride). Conditions: time 30 minute. Yields the product FS(=O)(=O)[O-].C(C)[N+]=1CC2=CC=CC=C2C1OC (2-ethyl-3-methoxy-1H-isoindolium fluorosulfonate). RXN SMILES: [CH2:1]([N:3]1[CH2:11][C:10]2[C:5](=[CH:6][CH:7]=[CH:8][CH:9]=2)[C:4]1=[O:12])[CH3:2].[F:13][S:14]([O:17][CH3:18])(=[O:16])=[O:15]>C(Cl)Cl>[F:13][S:14]([O-:17])(=[O:16])=[O:15].[CH2:1]([N+:3]1[CH2:11][C:10]2[C:5]([C:4]=1[O:12][CH3:18])=[CH:6][CH:7]=[CH:8][CH:9]=2)[CH3:2] |f:3.4|. Procedure: 2-ethyl-1-(3H)-isoindolone (1.6 g) was dissolved in dry methylene chloride, and methyl fluorosulfonate (1.2 g) was was added. The reaction mixture was stirred for 30 minutes and then evaporated to dryness. The resuling oil was triturated with acetonitrile and ether. The solid intermediate compound was collected by filtration and used for preparing dyes without further purification. Reaction SMILES: [Al+3:2].[CH2:19]1[O:20][CH2:21][CH2:22][CH2:23]1.[CH3:24][CH2:25][O:26][CH2:27][CH3:28].[F:7][c:8]1[cH:9][cH:10][c:11]([CH:14]([C:15](=[O:16])[OH:17])[CH3:18])[cH:12][cH:13]1.[H-:1].[H-:4].[H-:5].[H-:6].[Li+:3]>>[F:7][c:8]1[cH:9][cH:10][c:11]([CH:14]([CH2:15][OH:16])[CH3:18])[cH:12][cH:13]1. The product is CC(CO)c1ccc(F)cc1. Reactants: [Al+3], C1CCOC1, CCOCC, CC(C(=O)O)c1ccc(F)cc1, [H-], [H-], [H-], [H-], [Li+]. Starting materials: Cl\C=C/CC1=CC=C(CO)C=C1 (4(Z-3-chloroallyl) benzyl alcohol), N,N1 dicyclohexylcarbodiimide, BrC(=C[C@@H]1C([C@@H]1C(=O)[O-])(C)C)Br ((1R)cis 3(2,2-dibromovinyl)-2,2-dimethylcyclopropane carboxylate). Reagents/catalysts: CN(C1=CC=NC=C1)C (4-dimethylamino pyridine). Run in C(Cl)Cl (CH2Cl2), C(Cl)Cl (CH2Cl2), C(Cl)Cl (CH2Cl2). Reaction conditions: time 30 minute. Yields the product BrC(=C[C@@H]1C([C@@H]1C(=O)OCC1=CC=C(C=C1)C\C=C/Cl)(C)C)Br (4(Z-3-chloroallyl)benzyl(1R)cis-3(2,2-dibromovinyl)-2,2-dimethylcyclopropane carboxylate). Reaction SMILES: [Br:1][C:2]([Br:12])=[CH:3][C@H:4]1[C@@H:6]([C:7]([O-:9])=[O:8])[C:5]1([CH3:11])[CH3:10].[Cl:13]/[CH:14]=[CH:15]\[CH2:16][C:17]1[CH:24]=[CH:23][C:20]([CH2:21]O)=[CH:19][CH:18]=1>C(Cl)Cl.CN(C)C1C=CN=CC=1>[Br:1][C:2]([Br:12])=[CH:3][C@H:4]1[C@@H:6]([C:7]([O:9][CH2:21][C:20]2[CH:23]=[CH:24][C:17]([CH2:16]/[CH:15]=[CH:14]\[Cl:13])=[CH:18][CH:19]=2)=[O:8])[C:5]1([CH3:10])[CH3:11]. Procedure details: To a solution of (1R)cis 3(2,2-dibromovinyl)-2,2-dimethylcyclopropane carboxylate (0.11 g) in CH2Cl2 (3 ml) cooled to 0° is added successively 4(Z-3-chloroallyl) benzyl alcohol (0.070 g) in CH2Cl2 (2 ml), N,N1 dicyclohexylcarbodiimide (0.076 g) in CH2Cl2 (2 ml), and 4-dimethylamino pyridine (0.010 g). This mixture is stirred for 30 minutes at 0°, then for 16 hours at 20°. The resulting precipitate is filtered off, the filtrate evaporated under reduced pressure and the residue chromatographed on ...